From a dataset of the Open Reaction Database (ORD), a public repository of structured organic reaction records. describe an organic reaction: reactants, conditions, products, and yield Reactants: Cl.N1=CC=CC=C1 (pyridine hydrochloride), CNC(NN)=S (4-methylthiosemicarbazide), FC1=C(C(=O)Cl)C=CC=C1 (2-fluorobenzoyl chloride). Run in N1=CC=CC=C1 (pyridine), N1=CC=CC=C1 (pyridine). Yields the product FC1=C(C(=O)NNC(=S)NC)C=CC=C1 (1-(2-Fluorobenzoyl)-4-methylthiosemicarbazide). Reaction SMILES: [CH3:1][NH:2][C:3](=[S:6])[NH:4][NH2:5].[F:7][C:8]1[CH:16]=[CH:15][CH:14]=[CH:13][C:9]=1[C:10](Cl)=[O:11].Cl.N1C=CC=CC=1>N1C=CC=CC=1>[F:7][C:8]1[CH:16]=[CH:15][CH:14]=[CH:13][C:9]=1[C:10]([NH:5][NH:4][C:3]([NH:2][CH3:1])=[S:6])=[O:11] |f:2.3|. Reported procedure: To a stirred room temperature solution of 4-methylthiosemicarbazide (10.5 g, 1.00×10-1 mole) and pyridine (250 ml), 2-fluorobenzoyl chloride (11.9 ml, 1.00×10-1 mole) was added dropwise. After stirring overnight at room temperature the excess pyridine was evaporated at reduced pressure first on a rotary evaporator and then at high vacuum. This afforded a mixture of the desired product and pyridine hydrochloride which is used without further purification in the subsequent cyclization step.